This data is from the Open Reaction Database (ORD), a public repository of structured organic reaction records. The task is: describe an organic reaction: reactants, conditions, products, and yield Reactants: C=CC(C)=C (isoprene), ClC=1C(=C(C=CC1)O)C (3-chloro-2-methyl-phenol), P(O)(O)(O)=O (phosphoric acid), O (water). The reagents and catalysts are C1=CC=CC=2SC3=CC=CC=C3NC12 (phenothiazine). Run in ClC1=C(C=CC=C1)Cl (o-dichlorobenzene). Conditions: time 8 hour. The product is ClC=1C(=C(C=C2C(CCC12)(C)C)O)C (7-chloro-5-hydroxy-3,3,6-trimethyl-indan). The yield is 24.1%. As a reaction SMILES: [CH2:1]=[CH:2][C:3](=[CH2:5])[CH3:4].[Cl:6][C:7]1[C:8]([CH3:14])=[C:9]([OH:13])[CH:10]=[CH:11][CH:12]=1.P(=O)(O)(O)O.O>ClC1C=CC=CC=1Cl.C1C2NC3C(=CC=CC=3)SC=2C=CC=1>[Cl:6][C:7]1[C:8]([CH3:14])=[C:9]([OH:13])[CH:10]=[C:11]2[C:12]=1[CH2:1][CH2:2][C:3]2([CH3:5])[CH3:4]. Procedure details: 437 g of isoprene stabilized with 1.3 g of phenothiazine were added dropwise in the course of 6 hours to a solution of 832 g of 3-chloro-2-methyl-phenol, 74.4 g of 85% strength phosphoric acid and 5.8 ml of water in 1.4 liters of o-dichlorobenzene at 110° C. To complete the reaction, stirring was continued overnight at 110° C. The acid phase was separated off and the organic phase was washed until neutral. Fractional distillation gave 296 g of 7-chloro-5-hydroxy-3,3,6-trimethyl-indan; boiling po... The reactants are Cc1cc(F)c(N)cc1OCc1ccccc1, CC(=O)O, O=N[O-], [Na+], O, O=S(=O)(O)O. Yields the product Cc1cc(F)c(O)cc1OCc1ccccc1. Reaction SMILES: [CH2:5]([c:6]1[cH:7][cH:8][cH:9][cH:10][cH:11]1)[O:12][c:13]1[c:14]([CH3:21])[cH:15][c:16]([F:20])[c:17]([NH2:18])[cH:19]1.[CH3:23][C:24](=[O:25])[OH:26].[N:1](=[O:2])[O-:3].[Na+:4].[OH2:22].[S:27](=[O:28])(=[O:29])([OH:30])[OH:31]>>[OH:2][c:17]1[c:16]([F:20])[cH:15][c:14]([CH3:21])[c:13]([O:12][CH2:5][c:6]2[cH:7][cH:8][cH:9][cH:10][cH:11]2)[cH:19]1. Reactants: CCC(CC)(c1ccc(CCC(O[Si](C)(C)C(C)(C)C)C(C)(C)C)c(C)c1)c1ccc(B2OC(C)(C)C(C)(C)O2)c(C)c1, COC(=O)C(O)c1ccc(Br)cc1, [K+], [K+], [K+], O, O=P([O-])([O-])[O-], c1ccc(P(c2ccccc2)(c2ccccc2)[Pd](P(c2ccccc2)(c2ccccc2)c2ccccc2)(P(c2ccccc2)(c2ccccc2)c2ccccc2)P(c2ccccc2)(c2ccccc2)c2ccccc2)cc1. Product: CCC(CC)(c1ccc(CCC(O[Si](C)(C)C(C)(C)C)C(C)(C)C)c(C)c1)c1ccc(-c2ccc(C(O)C(=O)OC)cc2)c(C)c1. RXN SMILES: [C:1]([CH3:2])([CH3:3])([CH3:4])[Si:5]([CH3:6])([CH3:7])[O:8][CH:9]([C:10]([CH3:11])([CH3:12])[CH3:13])[CH2:14][CH2:15][c:16]1[c:17]([CH3:43])[cH:18][c:19]([C:22]([CH2:23][CH3:24])([c:25]2[cH:26][c:27]([CH3:40])[c:28]([B:31]3[O:32][C:33]([CH3:34])([CH3:35])[C:36]([CH3:37])([CH3:38])[O:39]3)[cH:29][cH:30]2)[CH2:41][CH3:42])[cH:20][cH:21]1.[CH3:44][O:45][C:46]([CH:47]([OH:48])[c:49]1[cH:50][cH:51][c:52]([Br:55])[cH:53][cH:54]1)=[O:56].[K+:62].[K+:63].[K+:64].[OH2:142].[P:57]([O-:58])([O-:59])([O-:60])=[O:61].[cH:65]1[cH:66][cH:67][c:68]([P:69]([Pd:70]([P:71]([c:72]2[cH:73][cH:74][cH:75][cH:76][cH:77]2)([c:78]2[cH:79][cH:80][cH:81][cH:82][cH:83]2)[c:84]2[cH:85][cH:86][cH:87][cH:88][cH:89]2)([P:90]([c:91]2[cH:92][cH:93][cH:94][cH:95][cH:96]2)([c:97]2[cH:98][cH:99][cH:100][cH:101][cH:102]2)[c:103]2[cH:104][cH:105][cH:106][cH:107][cH:108]2)[P:109]([c:110]2[cH:111][cH:112][cH:113][cH:114][cH:115]2)([c:116]2[cH:117][cH:118][cH:119][cH:120][cH:121]2)[c:122]2[cH:123][cH:124][cH:125][cH:126][cH:127]2)([c:128]2[cH:129][cH:130][cH:131][cH:132][cH:133]2)[c:134]2[cH:135][cH:136][cH:137][cH:138][cH:139]2)[cH:140][cH:141]1>>[C:1]([CH3:2])([CH3:3])([CH3:4])[Si:5]([CH3:6])([CH3:7])[O:8][CH:9]([C:10]([CH3:11])([CH3:12])[CH3:13])[CH2:14][CH2:15][c:16]1[c:17]([CH3:43])[cH:18][c:19]([C:22]([CH2:23][CH3:24])([c:25]2[cH:26][c:27]([CH3:40])[c:28](-[c:52]3[cH:51][cH:50][c:49]([CH:47]([C:46]([O:45][CH3:44])=[O:56])[OH:48])[cH:54][cH:53]3)[cH:29][cH:30]2)[CH2:41][CH3:42])[cH:20][cH:21]1. Starting materials: Cl\C=C/Cl (cis-1,2-dichloroethylene), C(CCC)N (butylamine), C(C)OC(C#C)OCC (3,3-diethoxypropyne). Reagents/catalysts: [Cu](I)I (copper iodide), C1(=CC=CC=C1)P(C1=CC=CC=C1)C1=CC=CC=C1.C1(=CC=CC=C1)P(C1=CC=CC=C1)C1=CC=CC=C1.C1(=CC=CC=C1)P(C1=CC=CC=C1)C1=CC=CC=C1.C1(=CC=CC=C1)P(C1=CC=CC=C1)C1=CC=CC=C1.[Pd] (palladium tetrakis(triphenylphosphine)). The solvent is C1=CC=CC=C1 (benzene), C1=CC=CC=C1 (benzene). Reaction conditions: temperature 25 celsius, time 4.2 hour. Yields the product Cl\C=C/C#CC(OCC)OCC ((Z)-5-chloro-1,1-diethoxy-4-pentene-2-yne). Isolated yield 53.0%. Reaction SMILES: [Cl:1]/[CH:2]=[CH:3]\Cl.C(N)CCC.[CH2:10]([O:12][CH:13]([O:16][CH2:17][CH3:18])[C:14]#[CH:15])[CH3:11]>C1C=CC=CC=1.[Cu](I)I.C1(P(C2C=CC=CC=2)C2C=CC=CC=2)C=CC=CC=1.C1(P(C2C=CC=CC=2)C2C=CC=CC=2)C=CC=CC=1.C1(P(C2C=CC=CC=2)C2C=CC=CC=2)C=CC=CC=1.C1(P(C2C=CC=CC=2)C2C=CC=CC=2)C=CC=CC=1.[Pd]>[Cl:1]/[CH:2]=[CH:3]\[C:15]#[C:14][CH:13]([O:16][CH2:17][CH3:18])[O:12][CH2:10][CH3:11] |f:5.6.7.8.9|. Reported procedure: Neat cis-1,2-dichloroethylene (4.5 ml, 60 mmol) followed by butylamine (8.0 ml, 81 mmol) was added to a solution of copper iodide (0.90 g, 4.73 mmol) and palladium tetrakis(triphenylphosphine) (1 g, 0.86 mmol) in 40 mL of dry benzene stirring at 25° C. under argon. Immediately thereafter, a solution of 3,3-diethoxypropyne (5 g, 39 mmol) in 10 mL of benzene was added via cannula. The reaction vessel was wrapped in foil to shield it from light, and the reaction mixture was stirred for 4.2 h at 25°... Reaction conditions: time 5 hour. Run in CN(C=O)C (dimethylformamide). Product: N([C@@H](CC(C)C)C(=O)N[C@@H](CCC(N)=O)C(=O)N[C@@H](CCCNC(NS(=O)(=O)C1=C(C)C=C(C)C=C1C)=N)C(=O)N[C@@H](CC(C)C)C(=O)O)C(=O)OC(C)(C)C (Boc-Leu-Gln-Arg(Mts)-Leu-OH). The yield is 90.1%. The reactants are N([C@@H](CCC(N)=O)C(=O)N[C@@H](CCCNC(NS(=O)(=O)C1=C(C)C=C(C)C=C1C)=N)C(=O)N[C@@H](CC(C)C)C(=O)O)C(=O)OCC1=CC=CC=C1 (Z-Gln-Arg(Mts)-Leu-OH), NCCN1CCNCC1 (N-(2-aminoethyl)piperazine), N([C@@H](CC(C)C)C(=O)ON1C(=O)CCC1=O)C(=O)OC(C)(C)C (Boc-Leu-OSu), CN1CCOCC1 (N-methylmorpholine). RXN SMILES: [NH:1](C(OCC1C=CC=CC=1)=O)[C@H:2]([C:8]([NH:10][C@H:11]([C:31]([NH:33][C@H:34]([C:39]([OH:41])=[O:40])[CH2:35][CH:36]([CH3:38])[CH3:37])=[O:32])[CH2:12][CH2:13][CH2:14][NH:15][C:16](=[NH:30])[NH:17][S:18]([C:21]1[C:28]([CH3:29])=[CH:27][C:25]([CH3:26])=[CH:24][C:22]=1[CH3:23])(=[O:20])=[O:19])=[O:9])[CH2:3][CH2:4][C:5](=[O:7])[NH2:6].[NH:52]([C:68]([O:70][C:71]([CH3:74])([CH3:73])[CH3:72])=[O:69])[C@H:53]([C:58](ON1C(=O)CCC1=O)=[O:59])[CH2:54][CH:55]([CH3:57])[CH3:56].CN1CCOCC1.NCCN1CCNCC1>CN(C)C=O.[Pd]>[NH:52]([C:68]([O:70][C:71]([CH3:73])([CH3:72])[CH3:74])=[O:69])[C@H:53]([C:58]([NH:1][C@H:2]([C:8]([NH:10][C@H:11]([C:31]([NH:33][C@H:34]([C:39]([OH:41])=[O:40])[CH2:35][CH:36]([CH3:38])[CH3:37])=[O:32])[CH2:12][CH2:13][CH2:14][NH:15][C:16](=[NH:30])[NH:17][S:18]([C:21]1[C:28]([CH3:29])=[CH:27][C:25]([CH3:26])=[CH:24][C:22]=1[CH3:23])(=[O:20])=[O:19])=[O:9])[CH2:3][CH2:4][C:5](=[O:7])[NH2:6])=[O:59])[CH2:54][CH:55]([CH3:57])[CH3:56]. Procedure: In 120 ml of dimethylformamide are dissolved 9.5 g (13 millimoles) of Z-Gln-Arg(Mts)-Leu-OH obtained according to the process of Example 20 and 5.2 g (16 millimoles) of Boc-Leu-OSu, and 1.43 ml of N-methylmorpholine is added to the solution. Then 0.5 g of 10% Pd-C is added to the mixture, and the mixture is stirred for 5 hours in a current of H2. The N-(2-aminoethyl)piperazine is added to the mixture, the mixture is stirred for 1 hour. The 10% Pd-C is recovered by filtration, and the mixture is ... The reagents and catalysts are [Pd] (Pd-C). The reactants are C(=C)C1CCC(CC1)C(=O)O (4-vinylcyclohexanecarboxylic acid), C1(=CC=C(C=C1)C#CC1=CC=C(C=C1)O)C (4-p-tolylethynylphenol), C1CCC(CC1)N=C=NC2CCCCC2 (DCC), NC(=O)N (urea). Reagents/catalysts: CN(C1=CC=NC=C1)C (4-(dimethylamino)pyridine). The solvent is C1(=CC=CC=C1)C (toluene), C1(=CC=CC=C1)C (toluene). Yields the product C(=C)C1CCC(CC1)C(=O)OC1=CC=C(C=C1)C#CC1=CC=C(C=C1)C (4-p-tolylethynylphenyl 4-vinylcyclohexanecarboxylate). RXN SMILES: [CH:1]([CH:3]1[CH2:8][CH2:7][CH:6]([C:9]([OH:11])=[O:10])[CH2:5][CH2:4]1)=[CH2:2].[C:12]1([CH3:27])[CH:17]=[CH:16][C:15]([C:18]#[C:19][C:20]2[CH:25]=[CH:24][C:23](O)=[CH:22][CH:21]=2)=[CH:14][CH:13]=1.C1CCC(N=C=NC2CCCCC2)CC1.NC(N)=O>CN(C)C1C=CN=CC=1.C1(C)C=CC=CC=1>[CH:1]([CH:3]1[CH2:8][CH2:7][CH:6]([C:9]([O:11][C:23]2[CH:24]=[CH:25][C:20]([C:19]#[C:18][C:15]3[CH:16]=[CH:17][C:12]([CH3:27])=[CH:13][CH:14]=3)=[CH:21][CH:22]=2)=[O:10])[CH2:5][CH2:4]1)=[CH2:2]. Procedure: 5.0 g of 4-vinylcyclohexanecarboxylic acid, 6.7 g of 4-p-tolylethynylphenol, 4.0 g of 4-(dimethylamino)pyridine and 250 ml of toluene were mixed at RT, 7.3 g of DCC in 50 ml of toluene were added, and the mixture was stirred vigorously overnight at RT, during which the urea formed precipitated. 1 g of oxalic acid was then added, and the mixture was stirred at RT for a further hour in order to destroy the excess DCC. The conventional work-up gave 4-p-tolylethynylphenyl 4-vinylcyclohexanecarboxyla... Starting materials: C(C)(C)(C)OC(=O)N1[C@@H]2CC3=C([C@](CC1)([C@@H]2C)C)C=C(C=C3)B3OC(C(O3)(C)C)(C)C ((2R,6R,11S)-6,11-dimethyl-8-(4,4,5,5-tetramethyl-[1,3,2]dioxaborolan-2-yl)-1,2,5,6-tetrahydro-4H-2,6-methano-benzo[d]azocine-3-carboxylic acid tert-butyl ester), NaIO4. Solvent: NH4OAc, CC(=O)C (acetone). The product is C(C)(C)(C)OC(=O)N1[C@@H]2CC3=C([C@](CC1)([C@@H]2C)C)C=C(C=C3)B(O)O ((2R,6R,11S)-6,11-Dimethyl-8-borono-1,2,5,6-tetrahydro-4H-2,6-methano-benzo[d]azocine-3-carboxylic acid tert-butyl ester). As a reaction SMILES: [C:1]([O:5][C:6]([N:8]1[CH2:15][CH2:14][C@:13]2([CH3:18])[C@H:16]([CH3:17])[C@H:9]1[CH2:10][C:11]1[CH:22]=[CH:21][C:20]([B:23]3[O:27]C(C)(C)C(C)(C)[O:24]3)=[CH:19][C:12]=12)=[O:7])([CH3:4])([CH3:3])[CH3:2]>CC(C)=O>[C:1]([O:5][C:6]([N:8]1[CH2:15][CH2:14][C@:13]2([CH3:18])[C@H:16]([CH3:17])[C@H:9]1[CH2:10][C:11]1[CH:22]=[CH:21][C:20]([B:23]([OH:27])[OH:24])=[CH:19][C:12]=12)=[O:7])([CH3:2])([CH3:3])[CH3:4]. Reported procedure: A solution of (2R,6R,11S)-6,11-dimethyl-8-(4,4,5,5-tetramethyl-[1,3,2]dioxaborolan-2-yl)-1,2,5,6-tetrahydro-4H-2,6-methano-benzo[d]azocine-3-carboxylic acid tert-butyl ester (2.50 g) and NaIO4 (5.00 g) in 1 M aqueous NH4OAc solution (34 mL) and acetone (60 mL) is stirred at room temperature overnight. Then, the solution is concentrated, water is added to the residue, and the resulting mixture is extracted with ethyl acetate. The combined organic extracts are washed with water and brine and dried... The reactants are CCO, Cl, CCOC(=O)CCCNc1c(F)cc(F)c2oc(-c3ccc(N)c(F)c3)cc(=O)c12, [Na+], [OH-]. Product: Nc1ccc(-c2cc(=O)c3c(NCCCC(=O)O)c(F)cc(F)c3o2)cc1F. As a reaction SMILES: [CH3:34][CH2:35][OH:36].[ClH:33].[NH2:1][c:2]1[c:3]([F:30])[cH:4][c:5](-[c:8]2[o:9][c:10]3[c:11]([c:12](=[O:14])[cH:13]2)[c:15]([NH:21][CH2:22][CH2:23][CH2:24][C:25](=[O:26])[O:27][CH2:28][CH3:29])[c:16]([F:20])[cH:17][c:18]3[F:19])[cH:6][cH:7]1.[Na+:32].[OH-:31]>>[NH2:1][c:2]1[c:3]([F:30])[cH:4][c:5](-[c:8]2[o:9][c:10]3[c:11]([c:12](=[O:14])[cH:13]2)[c:15]([NH:21][CH2:22][CH2:23][CH2:24][C:25](=[O:26])[OH:27])[c:16]([F:20])[cH:17][c:18]3[F:19])[cH:6][cH:7]1. Starting materials: CC(=O)OC1CC2=CC=C3C4CCC(C(C)=O)C4(C)CCC3C2(C)C(OC(C)=O)C1, CC[SiH](CC)CC, CC(C)(O)CCS, ClCCl, O. Yields the product CC(=O)OC1CC2=CC=C3C4CCC(C(C)SCCC(C)(C)O)C4(C)CCC3C2(C)C(OC(C)=O)C1. Reaction SMILES: [C:1]([CH3:2])(=[O:3])[O:4][CH:5]1[CH2:6][CH:7]([O:27][C:28]([CH3:29])=[O:30])[CH2:8][C:9]2=[CH:10][CH:11]=[C:12]3[CH:13]4[CH2:14][CH2:15][CH:16]([C:17]([CH3:18])=[O:19])[C:20]4([CH3:26])[CH2:21][CH2:22][CH:23]3[C:24]12[CH3:25].[CH2:38]([SiH:39]([CH2:40][CH3:41])[CH2:42][CH3:43])[CH3:44].[CH3:31][C:32]([CH2:33][CH2:34][SH:35])([CH3:36])[OH:37].[Cl:46][CH2:47][Cl:48].[OH2:45]>>[C:1]([CH3:2])(=[O:3])[O:4][CH:5]1[CH2:6][CH:7]([O:27][C:28]([CH3:29])=[O:30])[CH2:8][C:9]2=[CH:10][CH:11]=[C:12]3[CH:13]4[CH2:14][CH2:15][CH:16]([CH:17]([CH3:18])[S:35][CH2:34][CH2:33][C:32]([CH3:31])([CH3:36])[OH:37])[C:20]4([CH3:26])[CH2:21][CH2:22][CH:23]3[C:24]12[CH3:25].